Dataset: the Open Reaction Database (ORD), a public repository of structured organic reaction records. Task: describe an organic reaction: reactants, conditions, products, and yield Reactants: C(C)C1=C(C(=CC(=C1)C)CC)C(C(=O)N(N)C)=O (1-[2-(2,6-diethyl-4-methylphenyl)-2-oxoacetyl]-1-methylhydrazine), CS(=O)(=O)CC(C)=O (1-methylsulfonyl-2-propanone). Solvent: C1(=CC=CC=C1)C (toluene). Run at temperature 5 celsius, time 20 hour. Yields the product C(C)C1=C(C(=CC(=C1)C)CC)C=1C(N(N=C(C1S(=O)(=O)C)C)C)=O (4-(2,6-diethyl-4-methylphenyl)-2,6-dimethyl-5-methylsulfonyl-2,3-dihydro-3-pyridazinone). The yield is 90.3%. As a reaction SMILES: [CH2:1]([C:3]1[CH:8]=[C:7]([CH3:9])[CH:6]=[C:5]([CH2:10][CH3:11])[C:4]=1[C:12](=O)[C:13]([N:15]([CH3:17])[NH2:16])=[O:14])[CH3:2].[CH3:19][S:20]([CH2:23][C:24](=O)[CH3:25])(=[O:22])=[O:21]>C1(C)C=CC=CC=1>[CH2:1]([C:3]1[CH:8]=[C:7]([CH3:9])[CH:6]=[C:5]([CH2:10][CH3:11])[C:4]=1[C:12]1[C:13](=[O:14])[N:15]([CH3:17])[N:16]=[C:24]([CH3:25])[C:23]=1[S:20]([CH3:19])(=[O:22])=[O:21])[CH3:2]. Procedure details: To a 25 mL volume three-necked flask with Dean-Stark, 1-[2-(2,6-diethyl-4-methylphenyl)-2-oxoacetyl]-1-methylhydrazine ((12-2)-(11)-39) (1.01 g), 1-methylsulfonyl-2-propanone (7-2-1) (613 mg), and toluene (2.9 ml) were added under a nitrogen atmosphere. Water was removed by azeotropic distillation at 60° C. under 100 mmHg for 4 hours. The mixture was concentrated under reduced pressure. To the residue, toluene (1.73 g) and methanol (1.90 ml) were added, then lithium hydroxide monohydrate (80 mg)... The reactants are O=C([O-])[O-], CC(C)(C)C(=O)Cl, CNC(CC1CCCCC1)CN1CCC(c2ccccc2OC)CC1, ClCCl, [K+], [K+], O. Product: COc1ccccc1C1CCN(CC(CC2CCCCC2)N(C)C(=O)C(C)(C)C)CC1. Reaction SMILES: [C:1](=[O:2])([O-:3])[O-:4].[CH3:32][C:33]([C:34](=[O:35])[Cl:36])([CH3:37])[CH3:38].[CH:7]1([CH2:13][CH:14]([CH2:15][N:16]2[CH2:17][CH2:18][CH:19]([c:22]3[c:23]([O:28][CH3:29])[cH:24][cH:25][cH:26][cH:27]3)[CH2:20][CH2:21]2)[NH:30][CH3:31])[CH2:8][CH2:9][CH2:10][CH2:11][CH2:12]1.[Cl:39][CH2:40][Cl:41].[K+:5].[K+:6].[OH2:42]>>[CH:7]1([CH2:13][CH:14]([CH2:15][N:16]2[CH2:17][CH2:18][CH:19]([c:22]3[c:23]([O:28][CH3:29])[cH:24][cH:25][cH:26][cH:27]3)[CH2:20][CH2:21]2)[N:30]([CH3:31])[C:34]([C:33]([CH3:32])([CH3:37])[CH3:38])=[O:35])[CH2:8][CH2:9][CH2:10][CH2:11][CH2:12]1. Reactants: COc1ccc(CCl)cc1, CNc1ccc(Br)cc1C, [H-], [Na+], CN(C)C=O. The product is COc1ccc(CN(C)c2ccc(Br)cc2C)cc1. RXN SMILES: [CH3:13][O:14][c:15]1[cH:16][cH:17][c:18]([CH2:19][Cl:20])[cH:21][cH:22]1.[CH3:1][NH:2][c:3]1[c:4]([CH3:10])[cH:5][c:6]([Br:9])[cH:7][cH:8]1.[H-:12].[Na+:11].[O:23]=[CH:24][N:25]([CH3:26])[CH3:27]>>[CH3:1][N:2]([c:3]1[c:4]([CH3:10])[cH:5][c:6]([Br:9])[cH:7][cH:8]1)[CH2:19][c:18]1[cH:17][cH:16][c:15]([O:14][CH3:13])[cH:22][cH:21]1. The reactants are [Br-], CCOC(C)=O, CCCCCC, [Cl-], N#Cc1ccc(C(=O)Cl)c(CCl)c1, Fc1ccc([Mg+])cc1, [NH4+], C1CCOC1. The product is N#Cc1ccc(C(=O)c2ccc(F)cc2)c(CCl)c1. Reaction SMILES: [Br-:1].[C:31]([O:32][CH2:33][CH3:34])(=[O:35])[CH3:36].[CH3:25][CH2:26][CH2:27][CH2:28][CH2:29][CH3:30].[Cl-:23].[Cl:10][CH2:11][c:12]1[c:13]([C:14](=[O:15])[Cl:16])[cH:17][cH:18][c:19]([C:21]#[N:22])[cH:20]1.[F:2][c:3]1[cH:4][cH:5][c:6]([Mg+:9])[cH:7][cH:8]1.[NH4+:24].[O:37]1[CH2:38][CH2:39][CH2:40][CH2:41]1>>[F:2][c:3]1[cH:4][cH:5][c:6]([C:14]([c:13]2[c:12]([CH2:11][Cl:10])[cH:20][c:19]([C:21]#[N:22])[cH:18][cH:17]2)=[O:15])[cH:7][cH:8]1. Starting materials: ClC=1C=CC(=C(CN2C3=C(NCC2)N=CC(=C3)C=3C=C(C(=O)O)C=CC3)C1)C(F)(F)F (3-{1-[5-chloro-2-(trifluoromethyl)benzyl]-1,2,3,4-tetrahydropyrido[2,3-b]pyrazin-7-yl}benzoic acid), O1C=CC=2C(=NC=CC21)N2CCNCC2 (1-(4-furo[3,2-c]pyridinyl)piperazine). Product: ClC=1C=CC(=C(CN2C3=C(NCC2)N=CC(=C3)C=3C=C(C=CC3)C(=O)N3CCN(CC3)C3=NC=CC2=C3C=CO2)C1)C(F)(F)F ((3-{1-[5-Chloro-2-(trifluoromethyl)benzyl]-1,2,3,4-tetrahydropyrido[2,3-b]pyrazin-7-yl}phenyl)-(4-furo[3,2-c]pyridin-4-ylpiperazin-1-yl)methanone). As a reaction SMILES: [Cl:1][C:2]1[CH:3]=[CH:4][C:5]([C:28]([F:31])([F:30])[F:29])=[C:6]([CH:27]=1)[CH2:7][N:8]1[CH2:13][CH2:12][NH:11][C:10]2[N:14]=[CH:15][C:16]([C:18]3[CH:19]=[C:20]([CH:24]=[CH:25][CH:26]=3)[C:21]([OH:23])=O)=[CH:17][C:9]1=2.[O:32]1[C:40]2[CH:39]=[CH:38][N:37]=[C:36]([N:41]3[CH2:46][CH2:45][NH:44][CH2:43][CH2:42]3)[C:35]=2[CH:34]=[CH:33]1>>[Cl:1][C:2]1[CH:3]=[CH:4][C:5]([C:28]([F:30])([F:31])[F:29])=[C:6]([CH:27]=1)[CH2:7][N:8]1[CH2:13][CH2:12][NH:11][C:10]2[N:14]=[CH:15][C:16]([C:18]3[CH:19]=[C:20]([C:21]([N:44]4[CH2:45][CH2:46][N:41]([C:36]5[C:35]6[CH:34]=[CH:33][O:32][C:40]=6[CH:39]=[CH:38][N:37]=5)[CH2:42][CH2:43]4)=[O:23])[CH:24]=[CH:25][CH:26]=3)=[CH:17][C:9]1=2. Procedure: 3-{1-[5-chloro-2-(trifluoromethyl)benzyl]-1,2,3,4-tetrahydropyrido[2,3-b]pyrazin-7-yl}benzoic acid was reacted with 1-(4-furo[3,2-c]pyridinyl)piperazine as in General Procedure 10 to give the title compound. LCMS: m/z=633.99 (M+H+); retention time=0.64 minutes. Starting materials: N1C(CC2=CC=CC=C12)=O (indolin-2-one), C(=O)C1=CC=C2C(=NNC2=C1)/C=C/C1=CC=C(C(=O)O)C=C1 ((E)-4-(2-(6-formyl-1H-indazol-3-yl)vinyl)benzoic acid). Product: O=C\1NC2=CC=CC=C2/C1=C\C1=CC=C2C(=NNC2=C1)/C=C/C1=CC=C(C(=O)O)C=C1 (4-((E)-2-(6-((E)-(2-oxoindolin-3-ylidene)methyl)-1H-indazol-3-yl)vinyl)benzoic acid). Isolated yield 20.9%. Reaction SMILES: [NH:1]1[C:9]2[C:4](=[CH:5][CH:6]=[CH:7][CH:8]=2)[CH2:3][C:2]1=[O:10].[CH:11]([C:13]1[CH:21]=[C:20]2[C:16]([C:17](/[CH:22]=[CH:23]/[C:24]3[CH:32]=[CH:31][C:27]([C:28]([OH:30])=[O:29])=[CH:26][CH:25]=3)=[N:18][NH:19]2)=[CH:15][CH:14]=1)=O>>[O:10]=[C:2]1[NH:1][C:9]2[C:4](/[C:3]/1=[CH:11]\[C:13]1[CH:21]=[C:20]3[C:16]([C:17](/[CH:22]=[CH:23]/[C:24]4[CH:32]=[CH:31][C:27]([C:28]([OH:30])=[O:29])=[CH:26][CH:25]=4)=[N:18][NH:19]3)=[CH:15][CH:14]=1)=[CH:5][CH:6]=[CH:7][CH:8]=2. Procedure: The title compound (17 mg, 21%) was synthesized as an orange solid according to the method described for Example A67 (oil temp 75° C., reflux 90 min) using indolin-2-one (26.6 mg, 0.2 mmol) and (E)-4-(2-(6-formyl-1H-indazol-3-yl)vinyl)benzoic acid (58.4 mg, 0.2 mmol). 1H NMR (400 MHz, DMSO-d6) δ 13.49 (s, 1H), 12.90 (s, br, 1H), 10.64 (s, 1H), 8.37 (d, J=8.4 Hz, 1H), 7.97 (d, J=8.4 Hz, 2H), 7.91 (s, 1H), 7.86 (d, J=8.0 Hz, 2H), 7.80 (s, 1H), 7.74 (d, J=16.8 Hz, 1H), 7.63 (d, J=15.6 Hz, 1H partia...